Task: describe an organic reaction: reactants, conditions, products, and yield. Dataset: the Open Reaction Database (ORD), a public repository of structured organic reaction records Reactants: Cc1ccccc1NC#N, NC1CCCCC1, Clc1ccccc1, Cl. Yields the product Cc1ccccc1NC(=N)NC1CCCCC1. As a reaction SMILES: [CH3:9][c:10]1[c:11]([NH:16][C:17]#[N:18])[cH:12][cH:13][cH:14][cH:15]1.[CH:2]1([NH2:8])[CH2:3][CH2:4][CH2:5][CH2:6][CH2:7]1.[Cl:19][c:20]1[cH:21][cH:22][cH:23][cH:24][cH:25]1.[ClH:1]>>[CH:2]1([NH:8][C:17]([NH:16][c:11]2[c:10]([CH3:9])[cH:15][cH:14][cH:13][cH:12]2)=[NH:18])[CH2:3][CH2:4][CH2:5][CH2:6][CH2:7]1. Reactants: C(C(=O)Cl)(=O)Cl (oxalyl chloride), [Sn](Cl)(Cl)(Cl)Cl (tin(IV) chloride), CC=1C=C(C(=O)O)C=C(C1OC)C (3,5-dimethyl-p-anisic acid), CC=1SC(=CC1C)CC1=CC=CC=C1 (2,3-dimethyl-5-benzylthiophene). The reagents and catalysts are CN(C=O)C (N,N-dimethylformamide). Solvent: C(Cl)Cl (methylene chloride). Conditions: temperature -78 celsius, time 2 hour. Product: C(C1=CC=CC=C1)C=1SC(=C(C1C(=O)C1=CC(=C(C(=C1)C)OC)C)C)C ((2-Benzyl-4,5-dimethyl-thiophen-3-yl)-(4-methoxy-3,5-dimethyl-phenyl)-methanone). Isolated yield 81.9%. As a reaction SMILES: [CH3:1][C:2]1[CH:3]=[C:4]([CH:8]=[C:9]([CH3:13])[C:10]=1[O:11][CH3:12])[C:5]([OH:7])=O.C(Cl)(=O)C(Cl)=O.[CH3:20][C:21]1[S:22][C:23]([CH2:27][C:28]2[CH:33]=[CH:32][CH:31]=[CH:30][CH:29]=2)=[CH:24][C:25]=1[CH3:26].[Sn](Cl)(Cl)(Cl)Cl>C(Cl)Cl.CN(C)C=O>[CH2:27]([C:23]1[S:22][C:21]([CH3:20])=[C:25]([CH3:26])[C:24]=1[C:5]([C:4]1[CH:8]=[C:9]([CH3:13])[C:10]([O:11][CH3:12])=[C:2]([CH3:1])[CH:3]=1)=[O:7])[C:28]1[CH:29]=[CH:30][CH:31]=[CH:32][CH:33]=1. Procedure details: To a suspension of 3,5-dimethyl-p-anisic acid (15.2 g, 84.4 mmol, RN-21553-46-8) in anhydrous methylene chloride (200 mL) at room temperature under nitrogen was added oxalyl chloride (9.6 mL, 110 mmol) and N,N-dimethylformamide (5 drops). After two hours the solvent was removed. The resulting residue was dissolved in anhydrous methylene chloride (200 mL), and added to 2,3-dimethyl-5-benzylthiophene (17.1 g, 84.4 mmol) under nitrogen. The resulting mixture was, cooled to −78° C., and tin(IV) chlo...